From a dataset of the Open Reaction Database (ORD), a public repository of structured organic reaction records. describe an organic reaction: reactants, conditions, products, and yield As a reaction SMILES: [C:1]([O:5][C:6](=[O:23])[NH:7][C:8]1[CH2:9][O:10][CH2:11][C:12]([C:16]2[CH:21]=[CH:20][CH:19]=[C:18](Br)[CH:17]=2)([CH2:14][F:15])[N:13]=1)([CH3:4])([CH3:3])[CH3:2].[N-:24]=[N+:25]=[N-:26].[Na+].O=C1O[C@H]([C@H](CO)O)C([O-])=C1O.[Na+].CNC1CCCCC1NC>[Cu]I.O.CCO>[C:1]([O:5][C:6](=[O:23])[NH:7][C:8]1[CH2:9][O:10][CH2:11][C:12]([C:16]2[CH:21]=[CH:20][CH:19]=[C:18]([N:24]=[N+:25]=[N-:26])[CH:17]=2)([CH2:14][F:15])[N:13]=1)([CH3:4])([CH3:3])[CH3:2] |f:1.2,3.4|. Starting materials: C(C)(C)(C)OC(NC=1COCC(N1)(CF)C1=CC(=CC=C1)Br)=O ([5-(3-bromo-phenyl)-5-fluoromethyl-5,6-dihydro-2H-[1,4]oxazin-3-yl]-carbamic acid tert-butyl ester), [N-]=[N+]=[N-].[Na+] (NaN3), O=C1C(O)=C([O-])[C@H](O1)[C@@H](O)CO.[Na+] (sodium ascorbate), CNC1C(CCCC1)NC (N,N′-dimethyl-cyclohexane-1,2-diamine). Procedure details: A suspension of [5-(3-bromo-phenyl)-5-fluoromethyl-5,6-dihydro-2H-[1,4]oxazin-3-yl]-carbamic acid tert-butyl ester (114 mg, 0.295 mmol), NaN3 (77 mg, 1.18 mmol), CuI (11 mg, 0.059 mmol), sodium ascorbate (12 mg, 0.059 mmol), N,N′-dimethyl-cyclohexane-1,2-diamine (13 mg, 0.089 mmol), 1.5 ml of EtOH and 0.6 ml of water was stirred under N2 at 90° C. for 1 h. The mixture was filtered through Celite, and the filtrate was chromatographed on silica gel (cyclohexane/EtOAc=6:1) to yield the title compou... Run in O (water), CCO (EtOH). Reagents/catalysts: [Cu]I (CuI). Run at temperature 90 celsius, time 1 hour. The product is C(C)(C)(C)OC(NC=1COCC(N1)(CF)C1=CC(=CC=C1)N=[N+]=[N-])=O ([5-(3-Azido-phenyl)-5-fluoromethyl-5,6-dihydro-2H-[1,4]oxazin-3-yl]-carbamic acid tert-butyl ester). The reactants are C(C)OC1CN(CCC1(OC)OC)C(=O)OC(C)(C)C (tert-Butyl 3-ethoxy-4,4-dimethoxypiperidine-1-carboxylate), O.C(=O)(C(F)(F)F)O (water TFA), C(=O)(OC(C)(C)C)OC(=O)OC(C)(C)C (di-tert-butyl dicarbonate). The product is C(C)OC1CN(CCC1=O)C(=O)OC(C)(C)C (tert-Butyl 3-ethoxy-4-oxopiperidine-1-carboxylate). The yield is 95.5%. RXN SMILES: [CH2:1]([O:3][CH:4]1[C:9](OC)([O:10]C)[CH2:8][CH2:7][N:6]([C:14]([O:16][C:17]([CH3:20])([CH3:19])[CH3:18])=[O:15])[CH2:5]1)[CH3:2].O.C(O)(C(F)(F)F)=O.C(OC(OC(C)(C)C)=O)(OC(C)(C)C)=O>>[CH2:1]([O:3][CH:4]1[C:9](=[O:10])[CH2:8][CH2:7][N:6]([C:14]([O:16][C:17]([CH3:18])([CH3:20])[CH3:19])=[O:15])[CH2:5]1)[CH3:2] |f:1.2|. Reported procedure: The same operation as in Example (90b) was performed using tert-butyl 3-ethoxy-4,4-dimethoxypiperidine-1-carboxylate obtained in Example (112a) (4.99 g, 14.2 mmol), a water/TFA mixed solution (1/1, 35 mL) and di-tert-butyl dicarbonate (4.37 g, 20 mol). The resulting residue was purified by silica gel column chromatography (elution solvent: hexane/ethyl acetate=10/1, 5/1, 2/1, 1/1) to obtain 3.3 g of the title compound as a light brown oily substance (77%). Yields the product ClC1=C(C=CC=C1)C1C(=C(NC(=C1C(=O)OCCOC)C)C1=CC=C(C=C1)N1C(=NC=2C=NC=CC21)C)C(=O)OCC ((±)-4-(2-Chlorophenyl)-1,4-dihydro-3-ethoxycarbonyl-5-(2-methoxyethoxycarbonyl)-6-methyl -2-[4-(2-methylimidazo[4,5-c]pyridin-1-yl)phenyl]pyridine). The reagents and catalysts are CN(C1=CC=NC=C1)C (4-dimethylaminopyridine). Reported procedure: A mixture of (±)-4-(2-chlorophenyl)-1,4-dihydro-3-ethoxycarbonyl-6-methyl-2-[4-(2-methylimidazo[4,5-c]pyridin-1-yl)phenyl]pyridine-5-carboxylic acid (see Example 10) (270 mg, 0.5 mmol), 2,4,6-triisopropylbenzenesulphonyl chloride (377 mg, 1.25 mmol) and 4-dimethylaminopyridine (152 mg, 1.25 mmol) in dry dichloromethane (10 ml) was stirred under a nitrogen atmosphere at room temperature for 3 hours. 2-Methoxyethanol (1.0 ml) was added and the solution was stirred at room temperature for 20 hours.... Reactants: ClC1=C(C=CC=C1)C1C(=C(NC(=C1C(=O)O)C)C1=CC=C(C=C1)N1C(=NC=2C=NC=CC21)C)C(=O)OCC ((±)-4-(2-chlorophenyl)-1,4-dihydro-3-ethoxycarbonyl-6-methyl-2-[4-(2-methylimidazo[4,5-c]pyridin-1-yl)phenyl]pyridine-5-carboxylic acid), C(C)(C)C1=C(C(=CC(=C1)C(C)C)C(C)C)S(=O)(=O)Cl (2,4,6-triisopropylbenzenesulphonyl chloride), COCCO (2-Methoxyethanol). Run in ClCCl (dichloromethane). As a reaction SMILES: [Cl:1][C:2]1[CH:7]=[CH:6][CH:5]=[CH:4][C:3]=1[CH:8]1[C:13]([C:14]([OH:16])=[O:15])=[C:12]([CH3:17])[NH:11][C:10]([C:18]2[CH:23]=[CH:22][C:21]([N:24]3[C:32]4[CH:31]=[CH:30][N:29]=[CH:28][C:27]=4[N:26]=[C:25]3[CH3:33])=[CH:20][CH:19]=2)=[C:9]1[C:34]([O:36][CH2:37][CH3:38])=[O:35].C(C1C=C(C(C)C)C=C(C(C)C)C=1S(Cl)(=O)=O)(C)C.[CH3:58][O:59][CH2:60][CH2:61]O>CN(C)C1C=CN=CC=1.ClCCl>[Cl:1][C:2]1[CH:7]=[CH:6][CH:5]=[CH:4][C:3]=1[CH:8]1[C:13]([C:14]([O:16][CH2:61][CH2:60][O:59][CH3:58])=[O:15])=[C:12]([CH3:17])[NH:11][C:10]([C:18]2[CH:19]=[CH:20][C:21]([N:24]3[C:32]4[CH:31]=[CH:30][N:29]=[CH:28][C:27]=4[N:26]=[C:25]3[CH3:33])=[CH:22][CH:23]=2)=[C:9]1[C:34]([O:36][CH2:37][CH3:38])=[O:35]. Reaction conditions: time 3 hour. Yields the product C(=O)(O)CCC(=O)N[C@@H](CC(O)=O)C(=O)N[C@@H](CCC(O)=O)C(=O)N[C@@H](CC1=C(C=CC=C1)C)C(=O)N[C@@H](C(C)(C)C)C(=O)N[C@@H](CC(C)C)C(=O)NC(C=O)CC1=CSC=C1 ([N-[N-[N-[N-[N-(3-carboxypropionyl)-L-α-aspartyl-L-α-glutamyl]-2-methyl-L-phenylalanyl]-3-methyl-L-valyl]-L-leucyl]amino]-3(3-thienyl)propionaldehyde). Yield: 65.8%. Reagents/catalysts: O (water). RXN SMILES: C([O:5][C:6]([CH2:8][CH2:9][C:10]([NH:12][C@H:13]([C:22]([NH:24][C@H:25]([C:35]([NH:37][C@H:38]([C:47]([NH:49][C@H:50]([C:55]([NH:57][C@H:58]([C:63]([NH:65][CH:66]([CH:73](OC)[O:74]C)[CH2:67][C:68]1[CH:72]=[CH:71][S:70][CH:69]=1)=[O:64])[CH2:59][CH:60]([CH3:62])[CH3:61])=[O:56])[C:51]([CH3:54])([CH3:53])[CH3:52])=[O:48])[CH2:39][C:40]1[CH:45]=[CH:44][CH:43]=[CH:42][C:41]=1[CH3:46])=[O:36])[CH2:26][CH2:27][C:28](=[O:34])[O:29]C(C)(C)C)=[O:23])[CH2:14][C:15](=[O:21])[O:16]C(C)(C)C)=[O:11])=[O:7])(C)(C)C>ClCCl.FC(F)(F)C(O)=O.O>[C:6]([CH2:8][CH2:9][C:10]([NH:12][C@H:13]([C:22]([NH:24][C@H:25]([C:35]([NH:37][C@H:38]([C:47]([NH:49][C@H:50]([C:55]([NH:57][C@H:58]([C:63]([NH:65][CH:66]([CH2:67][C:68]1[CH:72]=[CH:71][S:70][CH:69]=1)[CH:73]=[O:74])=[O:64])[CH2:59][CH:60]([CH3:61])[CH3:62])=[O:56])[C:51]([CH3:54])([CH3:52])[CH3:53])=[O:48])[CH2:39][C:40]1[CH:45]=[CH:44][CH:43]=[CH:42][C:41]=1[CH3:46])=[O:36])[CH2:26][CH2:27][C:28](=[O:29])[OH:34])=[O:23])[CH2:14][C:15](=[O:16])[OH:21])=[O:11])([OH:7])=[O:5] |f:1.2|. Solvent: ClCCl.FC(C(=O)O)(F)F (dichloromethane trifluoroacetic acid). Reaction conditions: time 3 hour. Procedure: 0.065 g (0.06 mmol) of N2-[N-[N-[N-[N-[3-(tert-butoxycarbonyl)propionyl]-O-tert-butyl-L-α-aspartyl]-O-tert-butyl-L-α-glutamyl]-2-methyl-L-phenylalanyl]-3-methyl-L-valyl]-N1-[1(RS)-(dimethoxymethyl)-2-(3-thienyl)ethyl]-L-leucinamide was dissolved in 10 ml of dichloromethane/trifluoroacetic acid (1:1) containing 3 drops of water. The solution was stirred for 3 hours at room temperature. After removal of the solvent by evaporation the crude product was chromatographed on silica gel using dichlorome... Starting materials: C(C)(C)(C)OC(=O)CCC(=O)N[C@@H](CC(OC(C)(C)C)=O)C(=O)N[C@@H](CCC(OC(C)(C)C)=O)C(=O)N[C@@H](CC1=C(C=CC=C1)C)C(=O)N[C@@H](C(C)(C)C)C(=O)N[C@@H](CC(C)C)C(=O)NC(CC1=CSC=C1)C(OC)OC (N2-[N-[N-[N-[N-[3-(tert-butoxycarbonyl)propionyl]-O-tert-butyl-L-α-aspartyl]-O-tert-butyl-L-α-glutamyl]-2-methyl-L-phenylalanyl]-3-methyl-L-valyl]-N1-[1(RS)-(dimethoxymethyl)-2-(3-thienyl)ethyl]-L-leucinamide). Reactants: ClC1=CC=C(C=2N3C(=NC21)N(CCC3)C3=C(C=C(C=C3)Cl)Cl)C(C=O)CC (2-[9-chloro-1-(2,4-dichlorophenyl)-1,2,3,4-tetrahydropyrimido[1,2-a]benzimidazol-6-yl]butanal), C[Si](C(F)(F)F)(C)C (trimethyl(trifluoromethyl)silane), [F-].C(CCC)[N+](CCCC)(CCCC)CCCC (tetrabutylammonium fluoride), Cl (hydrochloric acid). The solvent is O1CCCC1 (tetrahydrofuran), O1CCCC1 (tetrahydrofuran), C(C)(=O)OCC (ethyl acetate). Run at time 30 minute. Product: ClC1=CC=C(C=2N3C(=NC21)N(CCC3)C3=C(C=C(C=C3)Cl)Cl)C(C(C(F)(F)F)O)CC (3-[9-chloro-1-(2,4-dichlorophenyl)-1,2,3,4-tetrahydropyrimido[1,2-a]benzimidazol-6-yl]-1,1,1-trifluoropentan-2-ol). Yield: 80.9%. As a reaction SMILES: [Cl:1][C:2]1[C:10]2[N:9]=[C:8]3[N:11]([C:15]4[CH:20]=[CH:19][C:18]([Cl:21])=[CH:17][C:16]=4[Cl:22])[CH2:12][CH2:13][CH2:14][N:7]3[C:6]=2[C:5]([CH:23]([CH2:26][CH3:27])[CH:24]=[O:25])=[CH:4][CH:3]=1.C[Si](C)(C)[C:30]([F:33])([F:32])[F:31].[F-].C([N+](CCCC)(CCCC)CCCC)CCC.Cl>O1CCCC1.C(OCC)(=O)C>[Cl:1][C:2]1[C:10]2[N:9]=[C:8]3[N:11]([C:15]4[CH:20]=[CH:19][C:18]([Cl:21])=[CH:17][C:16]=4[Cl:22])[CH2:12][CH2:13][CH2:14][N:7]3[C:6]=2[C:5]([CH:23]([CH2:26][CH3:27])[CH:24]([OH:25])[C:30]([F:33])([F:32])[F:31])=[CH:4][CH:3]=1 |f:2.3|. Procedure details: To a stirred solution of 2-[9-chloro-1-(2,4-dichlorophenyl)-1,2,3,4-tetrahydropyrimido[1,2-a]benzimidazol-6-yl]butanal (51.8 mg, 0.123 mmol) and trimethyl(trifluoromethyl)silane (54.3 μL, 0.368 mmol) in tetrahydrofuran (0.6 mL) was added a solution of tetrabutylammonium fluoride in tetrahydrofuran (1.0 M, 12.3 μL, 0.0123 mmol) at 0° C. After 30 min, hydrochloric acid (1.0 M, 0.25 mL) was added. After 1 h, the reaction mixture was diluted with ethyl acetate, washed with aqueous sodium hydrogen ca... The reactants are CN(C)C=O, Cl, [Na+], [OH-], O, CCOC(=O)COc1ccc(N=Nc2ccccc2)cc1. Product: O=C(O)COc1ccc(N=Nc2ccccc2)cc1. RXN SMILES: [CH3:25][N:26]([CH3:27])[CH:28]=[O:29].[ClH:24].[Na+:23].[OH-:22].[OH2:30].[c:1]1([N:7]=[N:8][c:9]2[cH:10][cH:11][c:12]([O:13][CH2:14][C:15](=[O:16])[O:17][CH2:18][CH3:19])[cH:20][cH:21]2)[cH:2][cH:3][cH:4][cH:5][cH:6]1>>[c:1]1([N:7]=[N:8][c:9]2[cH:10][cH:11][c:12]([O:13][CH2:14][C:15](=[O:16])[OH:17])[cH:20][cH:21]2)[cH:2][cH:3][cH:4][cH:5][cH:6]1. Product: COc1cc(OC)cc(C(C)Nc2cc(N3CCN(C(=O)OC(C)(C)C)CC3)ccc2C(=O)C(F)(F)F)c1. The reactants are COc1cc(OC)cc(C(C)Nc2cc(F)ccc2C(=O)C(F)(F)F)c1, CC#N, CCN(C(C)C)C(C)C, CC(C)(C)OC(=O)N1CCNCC1. Reaction SMILES: [CH3:1][O:2][c:3]1[cH:4][c:5]([CH:11]([CH3:12])[NH:13][c:14]2[c:15]([C:21]([C:22]([F:23])([F:24])[F:25])=[O:26])[cH:16][cH:17][c:18]([F:20])[cH:19]2)[cH:6][c:7]([O:9][CH3:10])[cH:8]1.[CH3:49][C:50]#[N:51].[CH:40]([N:41]([CH2:42][CH3:43])[CH:44]([CH3:45])[CH3:46])([CH3:47])[CH3:48].[N:27]1([C:33](=[O:34])[O:35][C:36]([CH3:37])([CH3:38])[CH3:39])[CH2:28][CH2:29][NH:30][CH2:31][CH2:32]1>>[CH3:1][O:2][c:3]1[cH:4][c:5]([CH:11]([CH3:12])[NH:13][c:14]2[c:15]([C:21]([C:22]([F:23])([F:24])[F:25])=[O:26])[cH:16][cH:17][c:18]([N:30]3[CH2:29][CH2:28][N:27]([C:33](=[O:34])[O:35][C:36]([CH3:37])([CH3:38])[CH3:39])[CH2:32][CH2:31]3)[cH:19]2)[cH:6][c:7]([O:9][CH3:10])[cH:8]1. Starting materials: O=C(n1ccnc1)n1ccnc1, NC1CC1, O=C(O)Cn1c(-c2ccc(Cl)cc2)nc2cccnc21, C1CCOC1. Product: O=C(Cn1c(-c2ccc(Cl)cc2)nc2cccnc21)NC1CC1. RXN SMILES: [C:21]([n:22]1[cH:23][cH:24][n:25][cH:26]1)([n:27]1[cH:28][cH:29][n:30][cH:31]1)=[O:32].[CH:33]1([NH2:36])[CH2:34][CH2:35]1.[Cl:1][c:2]1[cH:3][cH:4][c:5](-[c:8]2[n:9][c:10]3[c:11]([n:12][cH:13][cH:14][cH:15]3)[n:16]2[CH2:17][C:18](=[O:19])[OH:20])[cH:6][cH:7]1.[O:37]1[CH2:38][CH2:39][CH2:40][CH2:41]1>>[Cl:1][c:2]1[cH:3][cH:4][c:5](-[c:8]2[n:9][c:10]3[c:11]([n:12][cH:13][cH:14][cH:15]3)[n:16]2[CH2:17][C:18](=[O:20])[NH:36][CH:33]2[CH2:34][CH2:35]2)[cH:6][cH:7]1. The reactants are O1CCOC12CCN(CC2)[C@@H]2[C@H](C[C@@H]1CC[C@H]3[C@@H]4C[C@@H]([C@@H]([C@@]4(C)CC[C@@H]3[C@]1(C2)C)O)N2CCCC2)O (2β-(1,4-dioxa-8-azaspiro[4.5]dec-8-yl)-16β-(1-pyrrolidinyl)-5α-androstane-3α,17β-diol), O (water), C(C)(=O)Cl (acetyl chloride), C(C)(=O)Cl (acetyl chloride). The solvent is C(Cl)Cl (methylene chloride), C(C)N(CC)CC (triethylamine). Run at temperature 0 celsius, time 16 hour. Yields the product O1CCOC12CCN(CC2)[C@@H]2[C@H](C[C@@H]1CC[C@H]3[C@@H]4C[C@@H]([C@@H]([C@@]4(C)CC[C@@H]3[C@]1(C2)C)O)N2CCCC2)O.CC(=O)CC(=O)O (2β-(1,4-dioxa-8-azaspiro[4.5]dec-8-yl)-16β-(1-pyrrolidinyl)-5α-androstane-3α,17β-diol diacetate). Yield: 77.1%. RXN SMILES: [O:1]1[C:5]2([CH2:10][CH2:9][N:8]([C@H:11]3[CH2:28][C@@:27]4([CH3:29])[C@@H:14]([CH2:15][CH2:16][C@@H:17]5[C@@H:26]4[CH2:25][CH2:24][C@@:22]4([CH3:23])[C@H:18]5[CH2:19][C@H:20]([N:31]5[CH2:35][CH2:34][CH2:33][CH2:32]5)[C@@H:21]4[OH:30])[CH2:13][C@@H:12]3[OH:36])[CH2:7][CH2:6]2)[O:4][CH2:3][CH2:2]1.[C:37](Cl)(=[O:39])[CH3:38].O>C(Cl)Cl.C(N(CC)CC)C>[O:4]1[C:5]2([CH2:6][CH2:7][N:8]([C@H:11]3[CH2:28][C@@:27]4([CH3:29])[C@@H:14]([CH2:15][CH2:16][C@@H:17]5[C@@H:26]4[CH2:25][CH2:24][C@@:22]4([CH3:23])[C@H:18]5[CH2:19][C@H:20]([N:31]5[CH2:32][CH2:33][CH2:34][CH2:35]5)[C@@H:21]4[OH:30])[CH2:13][C@@H:12]3[OH:36])[CH2:9][CH2:10]2)[O:1][CH2:2][CH2:3]1.[CH3:38][C:37]([CH2:6][C:5]([OH:4])=[O:1])=[O:39] |f:5.6|. Reported procedure: To a solution containing 10 g of 2β-(1,4-dioxa-8-azaspiro[4.5]dec-8-yl)-16β-(1-pyrrolidinyl)-5α-androstane-3α,17β-diol in 50 ml of methylene chloride, 7 ml of triethylamine are added and the solution is cooled to 0° C. To this solution 4.4 ml of acetyl chloride are dropwise added while cooling and stirring at such a rate that the temperature remains below 10° C. After termination of the addition the cooling is stopped and the mixture is allowed to warm to room temperature. The complete reaction ...